This data is from the Open Reaction Database (ORD), a public repository of structured organic reaction records. The task is: describe an organic reaction: reactants, conditions, products, and yield The reactants are CNC=1C=NC(=CC1C1=C(C=CC=C1)C)N1CCSCC1 (methyl-(6-thiomorpholin-4-yl-4-o-tolyl-pyridin-3-yl)-amine), C(C)N(C(C)C)C(C)C (N-ethyldiisopropylamine), FC(C=1C=C(C=C(C1)C(F)(F)F)C(C(=O)Cl)(C)C)(F)F (2-(3,5-bis-trifluoromethyl-phenyl)-2-methyl-propionyl chloride). Solvent: O1CCCC1 (tetrahydrofuran). Run at time 8 hour. The product is FC(C=1C=C(C=C(C1)C(F)(F)F)C(C(=O)N(C=1C=NC(=CC1C1=C(C=CC=C1)C)N1CCSCC1)C)(C)C)(F)F (2-(3,5-Bis-trifluoromethyl-phenyl)-N-methyl-N-(6-thiomorpholin-4-yl-4-o-tolyl-pyridin-3-yl)-isobutyramide). Isolated yield 80.4%. RXN SMILES: [CH3:1][NH:2][C:3]1[CH:4]=[N:5][C:6]([N:16]2[CH2:21][CH2:20][S:19][CH2:18][CH2:17]2)=[CH:7][C:8]=1[C:9]1[CH:14]=[CH:13][CH:12]=[CH:11][C:10]=1[CH3:15].C(N(C(C)C)C(C)C)C.[F:31][C:32]([F:50])([F:49])[C:33]1[CH:34]=[C:35]([C:43]([CH3:48])([CH3:47])[C:44](Cl)=[O:45])[CH:36]=[C:37]([C:39]([F:42])([F:41])[F:40])[CH:38]=1>O1CCCC1>[F:31][C:32]([F:50])([F:49])[C:33]1[CH:34]=[C:35]([C:43]([CH3:48])([CH3:47])[C:44]([N:2]([CH3:1])[C:3]2[CH:4]=[N:5][C:6]([N:16]3[CH2:21][CH2:20][S:19][CH2:18][CH2:17]3)=[CH:7][C:8]=2[C:9]2[CH:14]=[CH:13][CH:12]=[CH:11][C:10]=2[CH3:15])=[O:45])[CH:36]=[C:37]([C:39]([F:42])([F:41])[F:40])[CH:38]=1. Procedure: A solution of 2.32 g (7.7 mmol) methyl-(6-thiomorpholin-4-yl-4-o-tolyl-pyridin-3-yl)-amine and 1.50 g (11.6 mmol) N-ethyldiisopropylamine in 20 ml tetrahydrofuran was cooled in an ice bath and 2.72 g (8.5 mmol) 2-(3,5-bis-trifluoromethyl-phenyl)-2-methyl-propionyl chloride were added dropwise. The reaction mixture was stirred at room temperature overnight and evaporated in vacuo. The residue was suspended in 200 ml 1 N sodium carbonate solution and extracted three times with 200-ml portions of e... Reactants: C(C)(=O)C=1C=C(C=C2C(CC(OC12)(C)C)(C)C)Br (8-acetyl-6-bromo-2,2,4,4-tetramethyl chroman), C(C)(=O)C=1C=C(C=C2C(CC(OC12)(C)C)(C)C)Br (8-acetyl-6-bromo-2,2,4,4-tetramethyl chroman), ClCCl (dichloromethane), aqueous solution, ClC=1C=C(C(=O)OO)C=CC1 (3-chloroperoxybenzoic acid), C(C)(=O)OCC (ethyl acetate). Run in CCCCCC (hexane). Run at time 24 hour. Product: C(C)(=O)OC=1C=C(C=C2C(CC(OC12)(C)C)(C)C)Br (8-Acetoxy-6-bromo-2,2,4,4-tetramethyl chroman). Yield: 11.9%. Reaction SMILES: C([C:4]1[CH:5]=[C:6]([Br:18])[CH:7]=[C:8]2[C:13]=1[O:12][C:11]([CH3:15])([CH3:14])[CH2:10][C:9]2([CH3:17])[CH3:16])(=O)C.ClCCl.ClC1C=[C:25](C=CC=1)[C:26]([O:28]O)=[O:27].C(OCC)(=O)C>CCCCCC>[C:26]([O:28][C:4]1[CH:5]=[C:6]([Br:18])[CH:7]=[C:8]2[C:13]=1[O:12][C:11]([CH3:14])([CH3:15])[CH2:10][C:9]2([CH3:16])[CH3:17])(=[O:27])[CH3:25]. Procedure: A solution of 8-acetyl-6-bromo-2,2,4,4-tetramethyl chroman (Intermediate 15A, 1.3 g, 4.18 mol) in anhydrous dichloromethane (30 mol) was treated with a 77% aqueous solution of 3-chloroperoxybenzoic acid (5.75 g, 33.44 mmol) and the resulting reaction mixture was stirred at ambient temperature for 24 h. The reaction mixture was then cooled in an ice bath and cautiously quenched with saturated sodium thiosulfate solution. The phases were separated and the organic phase was washed with saturated, a... Starting materials: O=C([O-])[O-], COCCN(CCn1cc(B2OC(C)(C)C(C)(C)O2)cn1)C(=O)OC(C)(C)C, COCCOC, ClCCl, O=[N+]([O-])c1ccc(Oc2ccnc3cc(I)sc23)c(F)c1, [Na+], [Na+], c1ccc(P(c2ccccc2)(c2ccccc2)[Pd](P(c2ccccc2)(c2ccccc2)c2ccccc2)(P(c2ccccc2)(c2ccccc2)c2ccccc2)P(c2ccccc2)(c2ccccc2)c2ccccc2)cc1. Yields the product COCCN(CCn1cc(-c2cc3nccc(Oc4ccc([N+](=O)[O-])cc4F)c3s2)cn1)C(=O)OC(C)(C)C. Reaction SMILES: [C:50](=[O:51])([O-:52])[O-:53].[CH3:1][O:2][CH2:3][CH2:4][N:5]([C:6]([O:7][C:8]([CH3:9])([CH3:10])[CH3:11])=[O:12])[CH2:13][CH2:14][n:15]1[n:16][cH:17][c:18]([B:20]2[O:21][C:22]([CH3:23])([CH3:24])[C:25]([CH3:26])([CH3:27])[O:28]2)[cH:19]1.[CH3:56][O:57][CH2:58][CH2:59][O:60][CH3:61].[Cl:62][CH2:63][Cl:64].[F:29][c:30]1[c:31]([O:32][c:33]2[c:34]3[c:35]([n:36][cH:37][cH:38]2)[cH:39][c:40]([I:42])[s:41]3)[cH:43][cH:44][c:45]([N+:47](=[O:48])[O-:49])[cH:46]1.[Na+:54].[Na+:55].[cH:65]1[cH:66][cH:67][c:68]([P:69]([Pd:70]([P:71]([c:72]2[cH:73][cH:74][cH:75][cH:76][cH:77]2)([c:78]2[cH:79][cH:80][cH:81][cH:82][cH:83]2)[c:84]2[cH:85][cH:86][cH:87][cH:88][cH:89]2)([P:90]([c:91]2[cH:92][cH:93][cH:94][cH:95][cH:96]2)([c:97]2[cH:98][cH:99][cH:100][cH:101][cH:102]2)[c:103]2[cH:104][cH:105][cH:106][cH:107][cH:108]2)[P:109]([c:110]2[cH:111][cH:112][cH:113][cH:114][cH:115]2)([c:116]2[cH:117][cH:118][cH:119][cH:120][cH:121]2)[c:122]2[cH:123][cH:124][cH:125][cH:126][cH:127]2)([c:128]2[cH:129][cH:130][cH:131][cH:132][cH:133]2)[c:134]2[cH:135][cH:136][cH:137][cH:138][cH:139]2)[cH:140][cH:141]1>>[CH3:1][O:2][CH2:3][CH2:4][N:5]([C:6]([O:7][C:8]([CH3:9])([CH3:10])[CH3:11])=[O:12])[CH2:13][CH2:14][n:15]1[n:16][cH:17][c:18](-[c:40]2[cH:39][c:35]3[c:34]([c:33]([O:32][c:31]4[c:30]([F:29])[cH:46][c:45]([N+:47](=[O:48])[O-:49])[cH:44][cH:43]4)[cH:38][cH:37][n:36]3)[s:41]2)[cH:19]1. Run in CCOCC (ether), CCOCC (ether). Starting materials: COC1=NC(=NC(=C1)OC)NS(=O)(=O)C(C(=O)OC)C(C)C (Methyl 2-(4,6-dimethoxypyrimidin-2-ylsulfamoyl)-3-methylbutanoate), C1(CCCCC1)N (cyclohexylamine). Reaction conditions: time 8 hour. Reaction SMILES: [CH3:1][O:2][C:3]1[CH:8]=[C:7]([O:9][CH3:10])[N:6]=[C:5]([NH:11][S:12]([CH:15]([CH:20]([CH3:22])[CH3:21])[C:16]([O:18][CH3:19])=[O:17])(=[O:14])=[O:13])[N:4]=1.[CH:23]1([NH2:29])[CH2:28][CH2:27][CH2:26][CH2:25][CH2:24]1>CCOCC>[CH:23]1([NH2:29])[CH2:28][CH2:27][CH2:26][CH2:25][CH2:24]1.[CH3:1][O:2][C:3]1[CH:8]=[C:7]([O:9][CH3:10])[N:6]=[C:5]([NH:11][S:12]([CH:15]([CH:20]([CH3:22])[CH3:21])[C:16]([O:18][CH3:19])=[O:17])(=[O:14])=[O:13])[N:4]=1 |f:3.4|. Reported procedure: A solution of the product of Example 1 (1.0 g) in ether (35 ml) was treated dropwise, with stirring and cooling, with cyclohexylamine (0.3 g) in ether (7 ml). The mixture was stirred for one hour and allowed to stand overnight at room temperature. The precipitated salt was filtered off, washed with ether and dried, yielding 1.15 g (88%), mp 158°-160° C. Product: C1(CCCCC1)N.COC1=NC(=NC(=C1)OC)NS(=O)(=O)C(C(=O)OC)C(C)C (Methyl 2-(4,6-dimethoxypyrimidin-2-ylsulfamoyl)-3methylbutanoate cyclohexylamine salt). Reactants: F[B-](F)(F)F.O=[N+]=O (nitronium tetrafluoroborate), ClC1=C(C=CC(=C1)Cl)C=1C=2N(C=CN1)C=C(N2)C (8-(2,4-Dichlorophenyl)-2-methylimidazo[1,2-a]pyrazine), O (Water). The solvent is C(C)#N (acetonitrile). Reaction conditions: time 1 hour. Product: ClC1=C(C=CC(=C1)Cl)C=1C=2N(C=CN1)C(=C(N2)C)[N+](=O)[O-] (8-(2,4-dichlorophenyl)-2-methyl-3-nitroimidazo[1,2-a]pyrazine). Isolated yield 1323.8%. Reaction SMILES: [Cl:1][C:2]1[CH:7]=[C:6]([Cl:8])[CH:5]=[CH:4][C:3]=1[C:9]1[C:10]2[N:11]([CH:15]=[C:16]([CH3:18])[N:17]=2)[CH:12]=[CH:13][N:14]=1.F[B-](F)(F)F.[O:24]=[N+:25]=[O:26].O>C(#N)C>[Cl:1][C:2]1[CH:7]=[C:6]([Cl:8])[CH:5]=[CH:4][C:3]=1[C:9]1[C:10]2[N:11]([C:15]([N+:25]([O-:26])=[O:24])=[C:16]([CH3:18])[N:17]=2)[CH:12]=[CH:13][N:14]=1 |f:1.2|. Procedure: 8-(2,4-Dichlorophenyl)-2-methylimidazo[1,2-a]pyrazine (0.10 g, 0.36 mmol) was dissolved in acetonitrile (0.36 mL), then nitronium tetrafluoroborate (72 mg, 0.54 mmol) was added thereto, and the mixture was stirred at room temperature for 1 hour under nitrogen atmosphere. Water was added to the reaction mixture, and it was extracted with ethyl acetate. The organic layer was dried over anhydrous magnesium sulfate and evaporated. The resulting residue was purified by silica gel column chromatograph... Starting materials: BrC1=C(C=C(C(=C1)F)F)C1=CC=C(C=C1)S(=O)(=O)C (1-bromo-4,5-difluoro-2-[4-(methylsulfonyl)phenyl]benzene), COC=1C=C(C=CC1OC)B(O)O (3,4-dimethoxyphenyboronic Acid). The product is FC1=C(C=C(C(=C1)C1=CC=C(C=C1)S(=O)(=O)C)C1=CC(=C(C=C1)OC)OC)F (1,2-difluoro-4-(3,4-dimethoxypheny)-5-[4(methylsulfonyl)phenyl]benzene). Reaction SMILES: Br[C:2]1[CH:7]=[C:6]([F:8])[C:5]([F:9])=[CH:4][C:3]=1[C:10]1[CH:15]=[CH:14][C:13]([S:16]([CH3:19])(=[O:18])=[O:17])=[CH:12][CH:11]=1.[CH3:20][O:21][C:22]1[CH:23]=[C:24](B(O)O)[CH:25]=[CH:26][C:27]=1[O:28][CH3:29]>>[F:9][C:5]1[CH:4]=[C:3]([C:10]2[CH:15]=[CH:14][C:13]([S:16]([CH3:19])(=[O:18])=[O:17])=[CH:12][CH:11]=2)[C:2]([C:25]2[CH:24]=[CH:23][C:22]([O:21][CH3:20])=[C:27]([O:28][CH3:29])[CH:26]=2)=[CH:7][C:6]=1[F:8]. Procedure details: Following the general procedure outlined in Synthetic Scheme VI, 1-bromo-4,5-difluoro-2-[4-(methylsulfonyl)phenyl]benzene (Example 18, Step 2) was reacted with 3,4-dimethoxyphenyboronic acid (step 1) to give 1,2-difluoro-4-(3,4-dimethoxypheny)-5-[4(methylsulfonyl)phenyl]benzene as a colorless solid: mp 140.0-141.0° C.; NMR (CDCl3) δ 3.04 (s, 3H), 3.61 (s, 3H), 3.86 (S, 3H), 6.48 (d, J=2 Hz, 1H), 6.65 (dd, J=2, 8 Hz, 1H), 6.75 (d, J=8 Hz, 1H), 7.17-7.29 (m, 2H), 7.31 (d, J=8 Hz, 2H), 7.81 (d, J=8... Starting materials: [H][H] (hydrogen), C(C1=CC=CC=C1)OC1=C(C(=O)N(C)CCCC)C=C(C(=C1)OCC1=CC=CC=C1)C(=O)N1CC2=CC=C(C=C2C1)O (2,4-bisbenzyloxy-N-butyl-5-(5-hydroxy-1,3-dihydroisoindole-2-carbonyl)-N-methylbenzamide). Reagents/catalysts: [Pd] (Pd/C). Solvent: C1CCOC1 (THF). Run at temperature 22 celsius, time 20 hour. Product: C(CCC)N(C(C1=C(C=C(C(=C1)C(=O)N1CC2=CC=C(C=C2C1)O)O)O)=O)C (N-butyl-2,4-dihydroxy-5-(5-hydroxy-1,3-dihydroisoindole-2-carbonyl)-N-methylbenzamide). Yield: 55.1%. RXN SMILES: [H][H].C([O:10][C:11]1[CH:24]=[C:23]([O:25]CC2C=CC=CC=2)[C:22]([C:33]([N:35]2[CH2:43][C:42]3[C:37](=[CH:38][CH:39]=[C:40]([OH:44])[CH:41]=3)[CH2:36]2)=[O:34])=[CH:21][C:12]=1[C:13]([N:15]([CH2:17][CH2:18][CH2:19][CH3:20])[CH3:16])=[O:14])C1C=CC=CC=1>[Pd].C1COCC1>[CH2:17]([N:15]([CH3:16])[C:13](=[O:14])[C:12]1[CH:21]=[C:22]([C:33]([N:35]2[CH2:43][C:42]3[C:37](=[CH:38][CH:39]=[C:40]([OH:44])[CH:41]=3)[CH2:36]2)=[O:34])[C:23]([OH:25])=[CH:24][C:11]=1[OH:10])[CH2:18][CH2:19][CH3:20]. Procedure: 10 ml of THF, 200 mg of 5% Pd/C (50.5% of H2O) and 15.884 ml (0.708 mmol) of hydrogen are added to 200 mg (0.354 mmol) of 2,4-bisbenzyloxy-N-butyl-5-(5-hydroxy-1,3-dihydroisoindole-2-carbonyl)-N-methylbenzamide in an autoclave, and the mixture is stirred for 20 h at 22° C. Filtration, subsequent evaporation and chromatography of the residue gives 75 mg (55.1%) of N-butyl-2,4-dihydroxy-5-(5-hydroxy-1,3-dihydroisoindole-2-carbonyl)-N-methylbenzamide “A1”); The reactants are C1OC=2C=C(C=O)C=CC2O1 (3,4-methylenedioxybenzaldehyde), C(CC(=O)C)(=O)OCC1=CC=CC=C1 (benzyl acetoacetate), N1CCCCC1 (piperidine), C(C)(=O)O (acetic acid). Solvent: CC(C)O (2-propanol). Run at time 48 hour. Yields the product C1OC=2C=C(C=CC2O1)C=C(C(=O)OCC1=CC=CC=C1)C(C)=O (benzyl 2-{(3,4-methylenedioxyphenyl)methylene}-3-oxobutyrate). As a reaction SMILES: [CH2:1]1[O:11][C:10]2[CH:9]=[CH:8][C:5]([CH:6]=O)=[CH:4][C:3]=2[O:2]1.[C:12]([O:18][CH2:19][C:20]1[CH:25]=[CH:24][CH:23]=[CH:22][CH:21]=1)(=[O:17])[CH2:13][C:14]([CH3:16])=[O:15].N1CCCCC1.C(O)(=O)C>CC(O)C>[CH2:1]1[O:11][C:10]2[CH:9]=[CH:8][C:5]([CH:6]=[C:13]([C:14](=[O:15])[CH3:16])[C:12]([O:18][CH2:19][C:20]3[CH:25]=[CH:24][CH:23]=[CH:22][CH:21]=3)=[O:17])=[CH:4][C:3]=2[O:2]1. Procedure: A mixture of 3,4-methylenedioxybenzaldehyde (15.013 g, 0.1 mol), benzyl acetoacetate (20.18 g, 0.105 mol), piperidine (0.41 g, 476 mL, 4.8 mmol), and acetic acid (0.288 g, 274 mL, 4.8 mmol) in 2-propanol (500 mL) was stirred at room temperature for 48 hours. The white solid, benzyl 2-{(3,4-methylenedioxyphenyl)methylene}-3-oxobutyrate, formed was filtered, washed with 2-propanol (2×50 mL) and dried (29.84 g, 92%); m.p. a , 137-138° C. Reactants: ClC=1C(=NC(=CC1)SCCC)C#N (3-Chloro-6-propylthio-2-pyridinecarbonitrile), ClC=1C=C(C=CC1Cl)O (3,4-dichlorophenol), CC(C)(C)[O-].[K+] (t-BuOK). Solvent: CS(=O)C (DMSO), C1CCOC1 (THF). Product: ClC=1C=C(OC=2C(=NC(=CC2)SCCC)C#N)C=CC1Cl (3-(3,4-Dichlorophenoxy)-6-propylthio-2-pyridinecarbonitrile). As a reaction SMILES: Cl[C:2]1[C:3]([C:12]#[N:13])=[N:4][C:5]([S:8][CH2:9][CH2:10][CH3:11])=[CH:6][CH:7]=1.[Cl:14][C:15]1[CH:16]=[C:17]([OH:22])[CH:18]=[CH:19][C:20]=1[Cl:21].CC([O-])(C)C.[K+]>CS(C)=O.C1COCC1>[Cl:14][C:15]1[CH:16]=[C:17]([CH:18]=[CH:19][C:20]=1[Cl:21])[O:22][C:2]1[C:3]([C:12]#[N:13])=[N:4][C:5]([S:8][CH2:9][CH2:10][CH3:11])=[CH:6][CH:7]=1 |f:2.3|. Procedure details: 3-Chloro-6-propylthio-2-pyridinecarbonitrile (6.2 g) was mixed with 5.7 g of 3,4-dichlorophenol and 3.9 g of t-BuOK in 30 ml of DMSO and 30 ml THF. The desired, 3-(3,4-dichlorophenoxy)-6-propylthio-2-pyridinecarbonitrile was recovered, b.p. 203° C. (at 0.2 mm Hg). The reactants are CC(C)(C)[SiH2]OC(C)(C)c1cc(N)nc(Cl)c1, O=C([O-])[O-], N#Cc1cnc(Cl)s1, [Cs+], [Cs+], C1COCCO1, O=C(C=Cc1ccccc1)C=Cc1ccccc1, O=C(C=Cc1ccccc1)C=Cc1ccccc1, O=C(C=Cc1ccccc1)C=Cc1ccccc1, O, [Pd], [Pd]. Yields the product CC(C)(C)[SiH2]OC(C)(C)c1cc(Cl)nc(Nc2ncc(C#N)s2)c1. As a reaction SMILES: [C:1]([CH3:2])([CH3:3])([CH3:4])[SiH2:5][O:6][C:7]([c:8]1[cH:9][c:10]([NH2:15])[n:11][c:12]([Cl:14])[cH:13]1)([CH3:16])[CH3:17].[C:26](=[O:27])([O-:28])[O-:29].[Cl:18][c:19]1[s:20][c:21]([C:24]#[N:25])[cH:22][n:23]1.[Cs+:30].[Cs+:31].[O:32]1[CH2:33][CH2:34][O:35][CH2:36][CH2:37]1.[O:41]=[C:42]([CH:43]=[CH:44][c:45]1[cH:46][cH:47][cH:48][cH:49][cH:50]1)[CH:51]=[CH:52][c:53]1[cH:54][cH:55][cH:56][cH:57][cH:58]1.[O:59]=[C:60]([CH:61]=[CH:62][c:63]1[cH:64][cH:65][cH:66][cH:67][cH:68]1)[CH:69]=[CH:70][c:71]1[cH:72][cH:73][cH:74][cH:75][cH:76]1.[O:77]=[C:78]([CH:79]=[CH:80][c:81]1[cH:82][cH:83][cH:84][cH:85][cH:86]1)[CH:87]=[CH:88][c:89]1[cH:90][cH:91][cH:92][cH:93][cH:94]1.[OH2:38].[Pd:39].[Pd:40]>>[C:1]([CH3:2])([CH3:3])([CH3:4])[SiH2:5][O:6][C:7]([c:8]1[cH:9][c:10]([NH:15][c:19]2[s:20][c:21]([C:24]#[N:25])[cH:22][n:23]2)[n:11][c:12]([Cl:14])[cH:13]1)([CH3:16])[CH3:17].